Dataset: the Open Reaction Database (ORD), a public repository of structured organic reaction records. Task: describe an organic reaction: reactants, conditions, products, and yield Reactants: NC1CCCC1, O=C(Cl)Oc1ccccc1, C1CCOC1, c1ccncc1. Product: O=C(NC1CCCC1)Oc1ccccc1. RXN SMILES: [CH:1]1([NH2:6])[CH2:2][CH2:3][CH2:4][CH2:5]1.[Cl:13][C:14](=[O:15])[O:16][c:17]1[cH:18][cH:19][cH:20][cH:21][cH:22]1.[O:23]1[CH2:24][CH2:25][CH2:26][CH2:27]1.[cH:7]1[cH:8][cH:9][n:10][cH:11][cH:12]1>>[CH:1]1([NH:6][C:14](=[O:15])[O:16][c:17]2[cH:18][cH:19][cH:20][cH:21][cH:22]2)[CH2:2][CH2:3][CH2:4][CH2:5]1. Reactants: [H-].[Na+] (Sodium hydride), suspension, CO (methanol), C(C)(C)C(C(=O)N)(N1C(C2=NC=CC=C2C1=O)=O)C (5,7-dihydro-alpha-isopropyl-alpha-methyl-5,7-dioxo-6H-pyrrolo [3,4-b]pyridine-6-acetamide). Run at time 8 hour. The product is C(N)(=O)C(C(C)C)(C)NC(=O)C1=C(C(=O)OC)C=CC=N1 (Methyl 2-[(1-carbamoyl-1,2-dimethylpropyl)carbamoyl]nicotinate). As a reaction SMILES: [H-].[Na+].[CH:3]([C:6]([CH3:21])([N:10]1[C:18](=[O:19])[C:17]2[C:12](=[N:13][CH:14]=[CH:15][CH:16]=2)[C:11]1=[O:20])[C:7]([NH2:9])=[O:8])([CH3:5])[CH3:4].[CH3:22][OH:23]>>[C:7]([C:6]([NH:10][C:11]([C:12]1[N:13]=[CH:14][CH:15]=[CH:16][C:17]=1[C:18]([O:23][CH3:22])=[O:19])=[O:20])([CH3:21])[CH:3]([CH3:5])[CH3:4])(=[O:8])[NH2:9] |f:0.1|. Reported procedure: Sodium hydride (0.47 g of a 50% suspension in mineral oil) is reacted with 500 mL dry methanol under nitrogen. To this is added 51.4 g of 5,7-dihydro-alpha-isopropyl-alpha-methyl-5,7-dioxo-6H-pyrrolo [3,4-b]pyridine-6-acetamide and the mixture stired at room temperature overnight. The mixture is concentrated, the residue dissolved in methylene chloride and the solution washed first with 150 mL water followed by 150 mL brine. After drying (Na2SO4), the organic phase is concentrated and the residu... Starting materials: C(C)(C)N(C(C)C)CC (N,N-diisopropylethylamine), NN=CS(=O)(=O)O (aminoiminomethanesulfonic acid), N1CCC(CC1)COC=1C=C(C=C(C1)C)OS(=O)(=O)C1=C(C=CC=C1)Cl (2-chlorobenzenesulfonic acid 3-[(piperidin-4-yl)methoxy]-5-methylphenyl ester). The solvent is CN(C)C=O (DMF). Product: ClC1=C(C=CC=C1)S(=O)(=O)OC1=CC(=CC(=C1)C)OCC1CCN(CC1)C=NN (2-Chlorobenzenesulfonic acid, 3-[[1-(aminoiminomethyl)piperidin-4-yl]methoxy]-5-methylphenyl ester). Isolated yield 36.3%. As a reaction SMILES: [NH:1]1[CH2:6][CH2:5][CH:4]([CH2:7][O:8][C:9]2[CH:10]=[C:11]([O:16][S:17]([C:20]3[CH:25]=[CH:24][CH:23]=[CH:22][C:21]=3[Cl:26])(=[O:19])=[O:18])[CH:12]=[C:13]([CH3:15])[CH:14]=2)[CH2:3][CH2:2]1.C(N(CC)C(C)C)(C)C.[NH2:36][N:37]=[CH:38]S(O)(=O)=O>CN(C=O)C>[Cl:26][C:21]1[CH:22]=[CH:23][CH:24]=[CH:25][C:20]=1[S:17]([O:16][C:11]1[CH:12]=[C:13]([CH3:15])[CH:14]=[C:9]([O:8][CH2:7][CH:4]2[CH2:5][CH2:6][N:1]([CH:38]=[N:37][NH2:36])[CH2:2][CH2:3]2)[CH:10]=1)(=[O:18])=[O:19]. Reported procedure: A solution of 2-chlorobenzenesulfonic acid 3-[(piperidin-4-yl)methoxy]-5-methylphenyl ester (396 mg, 1.0 mmol), as prepared in the preceding step, in DMF (10 mL), N,N-diisopropylethylamine (0.5 mL) and aminoiminomethanesulfonic acid (248 mg, 2.0 mmol) was stirred at room temperature overnight. The DMF was removed in vacuo and the residue was purified by flash column chromatography (90:10 methylene chloride:methanol saturated with NH3) to give the title compound as a white foam (159 mg, 36%). 1H-... Yields the product CCCCCCC(=O)CCC(=O)OCCC(C)CCC=C(C)C. Reactants: C1CCCCC1, CC(C)=CCCC(C)CCO, CCCCCCC(=O)CCC(=O)O, Cc1ccc(S(=O)(=O)O)cc1. Reaction SMILES: [CH2:36]1[CH2:37][CH2:38][CH2:39][CH2:40][CH2:41]1.[CH3:14][CH:15]([CH2:16][CH2:17][OH:18])[CH2:19][CH2:20][CH:21]=[C:22]([CH3:23])[CH3:24].[O:1]=[C:2]([CH2:3][CH2:4][C:5](=[O:6])[OH:7])[CH2:8][CH2:9][CH2:10][CH2:11][CH2:12][CH3:13].[c:25]1([CH3:26])[cH:27][cH:28][c:29]([S:30]([OH:31])(=[O:32])=[O:33])[cH:34][cH:35]1>>[O:1]=[C:2]([CH2:3][CH2:4][C:5]([O:6][CH2:17][CH2:16][CH:15]([CH3:14])[CH2:19][CH2:20][CH:21]=[C:22]([CH3:23])[CH3:24])=[O:7])[CH2:8][CH2:9][CH2:10][CH2:11][CH2:12][CH3:13]. Reactants: CC(C)CC(=O)N1C(=O)OCC1Cc1ccccc1, C[Si](C)(C)[N-][Si](C)(C)C, COCCCOc1cc(CBr)ccc1OC, [Cl-], [Li+], [NH4+], C1CCOC1. The product is COCCCOc1cc(CC(C(=O)N2C(=O)OCC2Cc2ccccc2)C(C)C)ccc1OC. RXN SMILES: [CH2:11]([c:12]1[cH:13][cH:14][cH:15][cH:16][cH:17]1)[CH:18]1[N:19]([C:24]([CH2:25][CH:26]([CH3:27])[CH3:28])=[O:29])[C:20](=[O:23])[O:21][CH2:22]1.[CH3:1][Si:2]([CH3:3])([CH3:4])[N-:5][Si:6]([CH3:7])([CH3:8])[CH3:9].[CH3:30][O:31][c:32]1[c:33]([O:40][CH2:41][CH2:42][CH2:43][O:44][CH3:45])[cH:34][c:35]([CH2:36][Br:37])[cH:38][cH:39]1.[Cl-:46].[Li+:10].[NH4+:47].[O:48]1[CH2:49][CH2:50][CH2:51][CH2:52]1>>[CH2:11]([c:12]1[cH:13][cH:14][cH:15][cH:16][cH:17]1)[CH:18]1[N:19]([C:24]([CH:25]([CH:26]([CH3:27])[CH3:28])[CH2:36][c:35]2[cH:34][c:33]([O:40][CH2:41][CH2:42][CH2:43][O:44][CH3:45])[c:32]([O:31][CH3:30])[cH:39][cH:38]2)=[O:29])[C:20](=[O:23])[O:21][CH2:22]1. The reactants are C(C1=CC=CC=C1)OC1=C(C=C2C(C=CNC2=C1)=O)OC (7-benzyloxy-6-methoxy-1,4-dihydroquinolin-4-one), S(=O)(Cl)Cl (thionyl chloride). Run in CN(C)C=O (DMF). The product is Cl.C(C1=CC=CC=C1)OC1=C(C=C2C(=CC=NC2=C1)Cl)OC (7-benzyloxy-4-chloro-6-methoxyquinoline hydrochloride). Isolated yield 89.0%. Reaction SMILES: [CH2:1]([O:8][C:9]1[CH:18]=[C:17]2[C:12]([C:13](=O)[CH:14]=[CH:15][NH:16]2)=[CH:11][C:10]=1[O:20][CH3:21])[C:2]1[CH:7]=[CH:6][CH:5]=[CH:4][CH:3]=1.S(Cl)([Cl:24])=O>CN(C=O)C>[ClH:24].[CH2:1]([O:8][C:9]1[CH:18]=[C:17]2[C:12]([C:13]([Cl:24])=[CH:14][CH:15]=[N:16]2)=[CH:11][C:10]=1[O:20][CH3:21])[C:2]1[CH:7]=[CH:6][CH:5]=[CH:4][CH:3]=1 |f:3.4|. Reported procedure: A suspension of 7-benzyloxy-6-methoxy-1,4-dihydroquinolin-4-one (3.37 g, 13 mmol) in thionyl chloride (50 ml) and DMF (0.25 ml) was heated at reflux for 1 hour. Excess thionyl chloride was removed by evaporation and the residue azeotroped with toluene and triturated with ether, the product collected by filtration and dried under vacuum to give 7-benzyloxy-4-chloro-6-methoxyquinoline hydrochloride (3.9 g, 89%). RXN SMILES: [CH3:23][OH:24].[F:1][CH:2]1[CH2:3][CH:4]([C:17](=[O:18])[O:19][CH3:20])[N:5]([C:7](=[O:8])[O:9][CH2:10][c:11]2[cH:12][cH:13][cH:14][cH:15][cH:16]2)[CH2:6]1.[Na+:22].[OH-:21]>>[F:1][CH:2]1[CH2:3][CH:4]([C:17](=[O:18])[OH:19])[N:5]([C:7](=[O:8])[O:9][CH2:10][c:11]2[cH:12][cH:13][cH:14][cH:15][cH:16]2)[CH2:6]1. Product: O=C(O)C1CC(F)CN1C(=O)OCc1ccccc1. Reactants: CO, COC(=O)C1CC(F)CN1C(=O)OCc1ccccc1, [Na+], [OH-].